From a dataset of the Open Reaction Database (ORD), a public repository of structured organic reaction records. describe an organic reaction: reactants, conditions, products, and yield Reactants: CC1=NC2=C(OC3=C1C=CC(=C3)OC)C=CC(=C2)C(=O)OCC (ethyl 11-methyl-3-methoxydibenz-[b,f][1,4]oxazepine-8-carboxylate), [OH-].[Na+] (sodium hydroxide), Cl (hydrochloric acid). The solvent is CO (methanol). Product: CC1=NC2=C(OC3=C1C=CC(=C3)OC)C=CC(=C2)C(=O)O (11-methyl-3-methoxydibenz[b,f][1,4]oxazepine-8-carboxylic acid). The yield is 92.3%. RXN SMILES: [CH3:1][C:2]1[C:8]2[CH:9]=[CH:10][C:11]([O:13][CH3:14])=[CH:12][C:7]=2[O:6][C:5]2[CH:15]=[CH:16][C:17]([C:19]([O:21]CC)=[O:20])=[CH:18][C:4]=2[N:3]=1.[OH-].[Na+].Cl>CO>[CH3:1][C:2]1[C:8]2[CH:9]=[CH:10][C:11]([O:13][CH3:14])=[CH:12][C:7]=2[O:6][C:5]2[CH:15]=[CH:16][C:17]([C:19]([OH:21])=[O:20])=[CH:18][C:4]=2[N:3]=1 |f:1.2|. Procedure: A mixture of 1 g of ethyl 11-methyl-3-methoxydibenz-[b,f][1,4]oxazepine-8-carboxylate, 10 ml of methanol and 10 ml of 1 N aqueous sodium hydroxide was refluxed for 1 hour. After cooling, the mixture was neutralized with diluted hydrochloric acid, and the precipitating crystal was filtered off and recrystallized from methanol to give 0.84 g of 11-methyl-3-methoxydibenz[b,f][1,4]oxazepine-8-carboxylic acid. Yield 92%, m.p. 247° C. (with decomposition). Starting materials: NC=1SC=C(C1C(=O)OCC)C (ethyl 2-amino-4-methylthiophene-3-carboxylate), Cl.ClC(=N)N (chloroformamidine hydrochloride), CS(=O)(=O)C (dimethylsulfone), N (ammonia). Solvent: O (Water). Conditions: temperature 135 celsius. Product: NC1=NC(C2=C(N1)SC=C2C)=O (2-Amino-5-methylthieno[2,3-d]pyrimidin-4(1H)-one). The yield is 87.9%. As a reaction SMILES: [NH2:1][C:2]1[S:3][CH:4]=[C:5]([CH3:12])[C:6]=1[C:7](OCC)=[O:8].Cl.Cl[C:15]([NH2:17])=[NH:16].CS(C)(=O)=O.N>O>[NH2:17][C:15]1[NH:1][C:2]2[S:3][CH:4]=[C:5]([CH3:12])[C:6]=2[C:7](=[O:8])[N:16]=1 |f:1.2|. Procedure: A mixture of ethyl 2-amino-4-methylthiophene-3-carboxylate (2.0 g, 11.7 mmol), chloroformamidine hydrochloride (3.357 g, 29.0 mmol) and dimethylsulfone (5.489 g, 58.4 mmol) was heated at 135° C. for 45 minutes. Water was added and the mixture was cooled down to room temperature. An aqueous ammonia solution was added to adjust the solution to pH 9. The precipitate was filtered off, yielding the title compound (1.863 g) as a white powder. 13C NMR δ (75 MHz, DMSO-d6) 168.98, 159.12, 153.21, 133.26,... The product is C=CCCCCCCCCCCCCCCO. As a reaction SMILES: [CH2:1]([CH2:2][CH2:3][CH2:4][CH2:5][CH2:6][CH2:7][CH2:8][CH2:9][CH2:10][CH2:11][CH2:12][CH2:13][CH2:14][CH:15]=[CH2:16])[O:17][CH2:18][c:19]1[cH:20][cH:21][cH:22][cH:23][cH:24]1.[Cl:25][CH2:26][Cl:27]>>[CH2:1]([CH2:2][CH2:3][CH2:4][CH2:5][CH2:6][CH2:7][CH2:8][CH2:9][CH2:10][CH2:11][CH2:12][CH2:13][CH2:14][CH:15]=[CH2:16])[OH:17]. Starting materials: C=CCCCCCCCCCCCCCCOCc1ccccc1, ClCCl. The reactants are BrC=1C=C(C=CC1)CN ((3-bromophenyl)methanamine), O=C1CCN(CC1)C(=O)OC(C)(C)C (tert-butyl 4-oxopiperidine-1-carboxylate), C(C)(=O)O[BH-](OC(C)=O)OC(C)=O.[Na+] (sodium triacetoxyborohydride), C(C)(=O)O (acetic acid). The solvent is ClCCl (dichloromethane). Conditions: time 8 hour. Product: BrC=1C=C(CNC2CCN(CC2)C(=O)OC(C)(C)C)C=CC1 (tert-butyl 4-(3-bromobenzylamino)piperidine-1-carboxylate). Isolated yield 81.2%. RXN SMILES: [Br:1][C:2]1[CH:3]=[C:4]([CH2:8][NH2:9])[CH:5]=[CH:6][CH:7]=1.O=[C:11]1[CH2:16][CH2:15][N:14]([C:17]([O:19][C:20]([CH3:23])([CH3:22])[CH3:21])=[O:18])[CH2:13][CH2:12]1.C(O[BH-](OC(=O)C)OC(=O)C)(=O)C.[Na+].C(O)(=O)C>ClCCl>[Br:1][C:2]1[CH:3]=[C:4]([CH:5]=[CH:6][CH:7]=1)[CH2:8][NH:9][CH:11]1[CH2:16][CH2:15][N:14]([C:17]([O:19][C:20]([CH3:23])([CH3:22])[CH3:21])=[O:18])[CH2:13][CH2:12]1 |f:2.3|. Procedure: To a solution of (3-bromophenyl)methanamine (670 mg, 3.6 mmol), tert-butyl 4-oxopiperidine-1-carboxylate (600 mg, 3 mmol) and sodium triacetoxyborohydride (1.27 g, 6 mmol) in 10 mL of dichloromethane was added acetic acid (360 mg, 6 mmol). The mixture was stirred at room temperature overnight. The solvent was removed under reduced pressure. The residue was purified by column chromatography (silica gel, eluting with petroleum ether:EtOAc=3:1) to give tert-butyl 4-(3-bromobenzylamino)piperidine-1-...